From a dataset of the Open Reaction Database (ORD), a public repository of structured organic reaction records. describe an organic reaction: reactants, conditions, products, and yield Reactants: CCCCCCC, CO, CC[Zn]CC, ClC(Cl)Cl, ON=C(Cl)c1ccc(F)cc1, ClCCl, CC(C)OC(=O)C(O)C(O)C(=O)OC(C)C, C=CCO. Product: OCC1CC(c2ccc(F)cc2)=NO1. RXN SMILES: [CH3:10][CH2:11][CH2:12][CH2:13][CH2:14][CH2:15][CH3:16].[CH3:51][OH:52].[CH3:5][CH2:6][Zn:7][CH2:8][CH3:9].[CH:44]([Cl:45])([Cl:46])[Cl:47].[Cl:33][C:34]([c:35]1[cH:36][cH:37][c:38]([F:41])[cH:39][cH:40]1)=[N:42][OH:43].[Cl:48][CH2:49][Cl:50].[OH:17][CH:18]([CH:19]([OH:20])[C:21]([O:22][CH:23]([CH3:24])[CH3:25])=[O:26])[C:27]([O:28][CH:29]([CH3:30])[CH3:31])=[O:32].[OH:1][CH2:2][CH:3]=[CH2:4]>>[OH:1][CH2:2][CH:3]1[CH2:4][C:34]([c:35]2[cH:36][cH:37][c:38]([F:41])[cH:39][cH:40]2)=[N:42][O:43]1. The reactants are CC(C)(C)[O-].[K+] (KOtBu), FC1=C(C=O)C=C(C=C1)I (2-fluoro-5-iodobenzaldehyde), C1(CCCC1)NN (cyclopentylhydrazine), C([O-])([O-])=O.[Cs+].[Cs+] (cesium carbonate). Solvent: CN(C)C=O (DMF), CN1CCCC1=O (NMP), C(C)#N (acetonitrile), C(C)(=O)OCC (ethyl acetate). Reaction conditions: temperature 100 celsius, time 8 hour. Yields the product C1(CCCC1)N1N=CC2=CC(=CC=C12)I (1-Cyclopentyl-5-iodo-1H-indazole). Reaction SMILES: F[C:2]1[CH:9]=[CH:8][C:7]([I:10])=[CH:6][C:3]=1[CH:4]=O.[CH:11]1([NH:16][NH2:17])[CH2:15][CH2:14][CH2:13][CH2:12]1.C(=O)([O-])[O-].[Cs+].[Cs+].CC([O-])(C)C.[K+]>CN1C(=O)CCC1.C(OCC)(=O)C.C(#N)C.CN(C=O)C>[CH:11]1([N:16]2[C:2]3[C:3](=[CH:6][C:7]([I:10])=[CH:8][CH:9]=3)[CH:4]=[N:17]2)[CH2:15][CH2:14][CH2:13][CH2:12]1 |f:2.3.4,5.6|. Procedure details: A mixture of 2-fluoro-5-iodobenzaldehyde (500 mg, 2 mmol), cyclopentylhydrazine (273 mg, 2 mmol), and cesium carbonate (1.91 g, 5 mmol) in NMP (5 ml) was stirred at 100° C. overnight. Then KOtBu (560 mg, 5 mmol) and DMF (10 ml) were added, and the mixture was stirred at 150° C. for 5 h. After cooling to r.t., the mixture was diluted with ethyl acetate (100 ml), and washed with water (3×50 ml), and dried. Evaporation of solvent afforded batch residue, which was dissolved in acetonitrile (50 ml), ... Reactants: Cl.NO (hydroxylamine hydrochloride), C(C1=CC=CC=C1)N1CCC(CC1)CC#N (2-(1-Benzylpiperidin-4-yl)acetonitrile), C(C1=CC=CC=C1)N1CCC(CC1)CC#N (2-(1-Benzylpiperidin-4-yl)acetonitrile), [Na] (Sodium). The solvent is CO (methanol), CO (methanol), CO (methanol). Reaction conditions: temperature 75 celsius, time 10 minute. Yields the product C(C1=CC=CC=C1)N1CCC(CC1)CC(=N)NO (2-(1-Benzyl-piperidin-4-yl)-N-hydroxy-acetamidine). RXN SMILES: [Na].Cl.[NH2:3][OH:4].[CH2:5]([N:12]1[CH2:17][CH2:16][CH:15]([CH2:18][C:19]#[N:20])[CH2:14][CH2:13]1)[C:6]1[CH:11]=[CH:10][CH:9]=[CH:8][CH:7]=1>CO>[CH2:5]([N:12]1[CH2:17][CH2:16][CH:15]([CH2:18][C:19]([NH:3][OH:4])=[NH:20])[CH2:14][CH2:13]1)[C:6]1[CH:11]=[CH:10][CH:9]=[CH:8][CH:7]=1 |f:1.2,^1:0|. Reported procedure: Sodium metal (0.8 g, 34.78 mmol) was dissolved in dry methanol (10 mL) at 0-10° C. and this solution was added slowly into a suspension of hydroxylamine hydrochloride (2.43 g, 34.96 mmol) in methanol (10 mL) at room temperature. The reaction mixture was stirred for 10 min until a clear solution was obtained, 2-(1-Benzylpiperidin-4-yl)acetonitrile (compound of Example 27; 3 g, 13.99 mmol) in dry methanol (20 mL) was added into the resulting reaction mixture and heated at 75° C. for 13 h. The solv... Yields the product COc1ccc(CN(Cc2ccc(OC)cc2)c2nc(C)nc(-c3cc(-c4cnn(C)c4)cnc3Nc3ccc(OC)nc3)n2)cc1. RXN SMILES: [CH3:1][n:2]1[n:3][cH:4][c:5]([B:7]2[O:8][C:9]([CH3:10])([CH3:11])[C:12]([CH3:13])([CH3:14])[O:15]2)[cH:6]1.[Cl:16][c:17]1[cH:18][c:19](-[c:32]2[n:33][c:34]([N:39]([CH2:40][c:41]3[cH:42][cH:43][c:44]([O:47][CH3:48])[cH:45][cH:46]3)[CH2:49][c:50]3[cH:51][cH:52][c:53]([O:56][CH3:57])[cH:54][cH:55]3)[n:35][c:36]([CH3:38])[n:37]2)[c:20]([NH:23][c:24]2[cH:25][n:26][c:27]([O:30][CH3:31])[cH:28][cH:29]2)[n:21][cH:22]1.[Na+:58].[Na+:59].[Na+:65].[O-:60][C:61](=[O:62])[O-:63].[O:104]=[C:105]([CH:106]=[CH:107][c:108]1[cH:109][cH:110][cH:111][cH:112][cH:113]1)[CH:114]=[CH:115][c:116]1[cH:117][cH:118][cH:119][cH:120][cH:121]1.[O:122]1[CH2:123][CH2:124][O:125][CH2:126][CH2:127]1.[O:68]=[C:69]([CH:70]=[CH:71][c:72]1[cH:73][cH:74][cH:75][cH:76][cH:77]1)[CH:78]=[CH:79][c:80]1[cH:81][cH:82][cH:83][cH:84][cH:85]1.[O:86]=[C:87]([CH:88]=[CH:89][c:90]1[cH:91][cH:92][cH:93][cH:94][cH:95]1)[CH:96]=[CH:97][c:98]1[cH:99][cH:100][cH:101][cH:102][cH:103]1.[OH-:64].[Pd:66].[Pd:67]>>[CH3:1][n:2]1[n:3][cH:4][c:5](-[c:17]2[cH:18][c:19](-[c:32]3[n:33][c:34]([N:39]([CH2:40][c:41]4[cH:42][cH:43][c:44]([O:47][CH3:48])[cH:45][cH:46]4)[CH2:49][c:50]4[cH:51][cH:52][c:53]([O:56][CH3:57])[cH:54][cH:55]4)[n:35][c:36]([CH3:38])[n:37]3)[c:20]([NH:23][c:24]3[cH:25][n:26][c:27]([O:30][CH3:31])[cH:28][cH:29]3)[n:21][cH:22]2)[cH:6]1. The reactants are Cn1cc(B2OC(C)(C)C(C)(C)O2)cn1, COc1ccc(CN(Cc2ccc(OC)cc2)c2nc(C)nc(-c3cc(Cl)cnc3Nc3ccc(OC)nc3)n2)cc1, [Na+], [Na+], [Na+], O=C([O-])[O-], O=C(C=Cc1ccccc1)C=Cc1ccccc1, C1COCCO1, O=C(C=Cc1ccccc1)C=Cc1ccccc1, O=C(C=Cc1ccccc1)C=Cc1ccccc1, [OH-], [Pd], [Pd].